From a dataset of the Open Reaction Database (ORD), a public repository of structured organic reaction records. describe an organic reaction: reactants, conditions, products, and yield The reactants are OC1=CC=C(C=C1)C1C(NC2=C(C(=N1)C=1SC=CC1)C=CC=C2)=O (1,3-dihydro-3-(4-hydroxyphenyl)-5-(2-thienyl)-2H-1,4-benzodiazepin2-one), N1C(=CC2=CC=CC=C12)CC1C(NC2=C(C(=N1)C1=CC=CC=C1)C=CC=C2)=O (1,3-dihydro-3-(1H-indol-2-ylmethyl)-5-phenyl-2H-1,4-benzodiazepin-2-one), ClC=1C=CC2=C(C(=NC(C(N2)=O)CC=2NC3=CC=CC=C3C2)C2=CC=CC=C2)C1 (7-chloro-1,3-dihydro-3-(1H-indol-2-ylmethyl)-5-phenyl-2H-1,4-benzodiazepin-2-one). Product: C1(CCCCC1)C1=NC(C(NC2=C1C=CC=C2)=O)C2=CC=C(C=C2)O (5-cyclohexyl-1,3-dihydro-3-(4-hydroxyphenyl)-2H1,4-benzodiazepin-2-one). Reaction SMILES: [OH:1][C:2]1[CH:7]=[CH:6][C:5]([CH:8]2[N:14]=[C:13]([C:15]3S[CH:17]=[CH:18][CH:19]=3)[C:12]3[CH:20]=[CH:21][CH:22]=[CH:23][C:11]=3[NH:10][C:9]2=[O:24])=[CH:4][CH:3]=1.N1C2C(=CC=CC=2)[CH:27]=[C:26]1CC1N=C(C2C=CC=CC=2)C2C=CC=CC=2NC1=O.ClC1C=CC2NC(=O)C(CC3NC4C(C=3)=CC=CC=4)N=C(C3C=CC=CC=3)C=2C=1>>[CH:15]1([C:13]2[C:12]3[CH:20]=[CH:21][CH:22]=[CH:23][C:11]=3[NH:10][C:9](=[O:24])[CH:8]([C:5]3[CH:6]=[CH:7][C:2]([OH:1])=[CH:3][CH:4]=3)[N:14]=2)[CH2:27][CH2:26][CH2:17][CH2:18][CH2:19]1. Reported procedure: 1,3-dihydro-3-(4-hydroxyphenyl)-5-(2-thienyl)-2H-1,4-benzodiazepin2-one; 1,3-dihydro-3-(1H-indol-2-ylmethyl)-5-phenyl-2H-1,4-benzodiazepin-2-one; 7-chloro-1,3-dihydro-3-(1H-indol-2-ylmethyl)-5-phenyl-2H-1,4-benzodiazepin-2-one;